From a dataset of the Open Reaction Database (ORD), a public repository of structured organic reaction records. describe an organic reaction: reactants, conditions, products, and yield The reactants are CCCC[N+](CCCC)(CCCC)CCCC, CC1(C(O)C(Cc2ccc(Cl)cc2)n2cncn2)COCOC1, CCCCl, [Na+], [OH-], O, O=S(=O)([O-])O. Product: CCCOC(C(Cc1ccc(Cl)cc1)n1cncn1)C1(C)COCOC1. RXN SMILES: [CH2:35]([N+:36]([CH2:37][CH2:38][CH2:39][CH3:40])([CH2:41][CH2:42][CH2:43][CH3:44])[CH2:45][CH2:46][CH2:47][CH3:48])[CH2:49][CH2:50][CH3:51].[CH3:1][C:2]1([CH:8]([CH:9]([CH2:10][c:11]2[cH:12][cH:13][c:14]([Cl:17])[cH:15][cH:16]2)[n:18]2[n:19][cH:20][n:21][cH:22]2)[OH:23])[CH2:3][O:4][CH2:5][O:6][CH2:7]1.[Cl:24][CH2:25][CH2:26][CH3:27].[Na+:29].[OH-:28].[OH2:52].[S:30](=[O:31])(=[O:32])([OH:33])[O-:34]>>[CH3:1][C:2]1([CH:8]([CH:9]([CH2:10][c:11]2[cH:12][cH:13][c:14]([Cl:17])[cH:15][cH:16]2)[n:18]2[n:19][cH:20][n:21][cH:22]2)[O:23][CH2:25][CH2:26][CH3:27])[CH2:3][O:4][CH2:5][O:6][CH2:7]1. As a reaction SMILES: [C:1]1(/[C:7](=[N:14]/[OH:15])/[CH2:8][N:9]2[CH:13]=[CH:12][N:11]=[CH:10]2)[CH:6]=[CH:5][CH:4]=[CH:3][CH:2]=1.[H-].[Na+].[H][H].Br[CH2:21][CH2:22][CH2:23][CH2:24][C:25]([O:27][CH2:28][CH3:29])=[O:26]>CN(C)C=O>[C:1]1(/[C:7](=[N:14]/[O:15][CH2:21][CH2:22][CH2:23][CH2:24][C:25]([O:27][CH2:28][CH3:29])=[O:26])/[CH2:8][N:9]2[CH:13]=[CH:12][N:11]=[CH:10]2)[CH:6]=[CH:5][CH:4]=[CH:3][CH:2]=1 |f:1.2|. Run at time 6 hour. The solvent is CN(C=O)C (dimethylformamide). Product: C1(=CC=CC=C1)/C(/CN1C=NC=C1)=N/OCCCCC(=O)OCC (ethyl (Z)-5-[1-phenyl-2-(imidazol-1-yl)ethylidene]aminoxypentanoate). Procedure: To a stirred mixture of 5 g (0.025 moles) of (Z)-1-phenyl-2-(imidazol-1-yl)ethanone oxime and 20 ml of dimethylformamide, 0.9 g (0.03 moles) of sodium hydride dispersion 80% are added portionwise at room temperature. Upon completion, stirring is continued till hydrogen evolution stops. Then 4.74 ml (0.03 moles) of ethyl 5-bromopentanoate are added dropwise at room temperature and stirring is continued for 6 hours. The reaction mixture is evaporated under vacuum, diluted with water and extracted ... Starting materials: C1(=CC=CC=C1)/C(/CN1C=NC=C1)=N/O ((Z)-1-phenyl-2-(imidazol-1-yl)ethanone oxime), [H-].[Na+] (sodium hydride), BrCCCCC(=O)OCC (ethyl 5-bromopentanoate), [H][H] (hydrogen). Isolated yield 53.6%. Starting materials: Cc1oc(C2=CC(CN3CCN(Cc4cc(-c5oc(C)c(C(=O)O)c5C)cc(C(=O)O)n4)CCN(Cc4cc(-c5oc(C)c(C(=O)O)c5C)cc(C(=O)O)n4)CC3)(C(=O)O)NC=C2)c(C)c1C(=O)NCCCCN, CC(C)=O, Clc1nc(Cl)nc(Cl)n1, [Eu+3], O. Yields the product Cc1oc(C2=CC(CN3CCN(Cc4cc(-c5oc(C)c(C(=O)O)c5C)cc(C(=O)O)n4)CCN(Cc4cc(-c5oc(C)c(C(=O)O)c5C)cc(C(=O)O)n4)CC3)(C(=O)O)NC=C2)c(C)c1C(=O)NCCCCNc1nc(Cl)nc(Cl)n1, [Eu+3]. As a reaction SMILES: [C:2](=[O:3])([OH:4])[c:5]1[c:6]([CH3:75])[c:7](-[c:11]2[cH:12][c:13]([CH2:20][N:21]3[CH2:22][CH2:23][N:24]([CH2:50][C:51]4([C:72](=[O:73])[OH:74])[NH:52][CH:53]=[CH:54][C:55]([c:57]5[o:58][c:59]([CH3:71])[c:60]([C:63](=[O:64])[NH:65][CH2:66][CH2:67][CH2:68][CH2:69][NH2:70])[c:61]5[CH3:62])=[CH:56]4)[CH2:25][CH2:26][N:27]([CH2:30][c:31]4[n:32][c:33]([C:47](=[O:48])[OH:49])[cH:34][c:35](-[c:37]5[o:38][c:39]([CH3:46])[c:40]([C:43](=[O:44])[OH:45])[c:41]5[CH3:42])[cH:36]4)[CH2:28][CH2:29]3)[n:14][c:15]([C:17](=[O:18])[OH:19])[cH:16]2)[o:8][c:9]1[CH3:10].[CH3:86][C:87](=[O:88])[CH3:89].[Cl:76][c:77]1[n:78][c:79]([Cl:80])[n:81][c:82]([Cl:83])[n:84]1.[Eu+3:1].[OH2:85]>>[C:2](=[O:3])([OH:4])[c:5]1[c:6]([CH3:75])[c:7](-[c:11]2[cH:12][c:13]([CH2:20][N:21]3[CH2:22][CH2:23][N:24]([CH2:50][C:51]4([C:72](=[O:73])[OH:74])[NH:52][CH:53]=[CH:54][C:55]([c:57]5[o:58][c:59]([CH3:71])[c:60]([C:63](=[O:64])[NH:65][CH2:66][CH2:67][CH2:68][CH2:69][NH:70][c:82]6[n:81][c:79]([Cl:80])[n:78][c:77]([Cl:76])[n:84]6)[c:61]5[CH3:62])=[CH:56]4)[CH2:25][CH2:26][N:27]([CH2:30][c:31]4[n:32][c:33]([C:47](=[O:48])[OH:49])[cH:34][c:35](-[c:37]5[o:38][c:39]([CH3:46])[c:40]([C:43](=[O:44])[OH:45])[c:41]5[CH3:42])[cH:36]4)[CH2:28][CH2:29]3)[n:14][c:15]([C:17](=[O:18])[OH:19])[cH:16]2)[o:8][c:9]1[CH3:10].[Eu+3:1]. Reactants: C(C)(C)(C)OC(=O)NCCCCCC[C@@H](C(=O)OCC)N[C@H]1COC2=C(N(C1=O)CC(=O)OC(C)(C)C)C=CC=C2 (tert-butyl 3(S)-[7-tert-butoxycarbonylamino-1(S)-ethoxycarbonylheptyl]amino-4-oxo-2,3,4,5-tetrahydro-1,5-benzoxazepine-5-acetate), C(C)(=O)OCC.Cl (hydrogen chloride-ethyl acetate). Run in Petroleum ether. Run at time 3 hour. Product: Cl.Cl.NCCCCCC[C@@H](C(=O)OCC)N[C@H]1COC2=C(N(C1=O)CC(=O)O)C=CC=C2 (3(S)-[7-amino-1(S)-ethoxycarbonylheptyl]amino-4-oxo-2,3,4,5-tetrahydro-1,5-benzoxazepine-5-acetic acid dihydrochloride). As a reaction SMILES: C(OC([NH:8][CH2:9][CH2:10][CH2:11][CH2:12][CH2:13][CH2:14][C@H:15]([NH:21][C@@H:22]1[C:28](=[O:29])[N:27]([CH2:30][C:31]([O:33]C(C)(C)C)=[O:32])[C:26]2[CH:38]=[CH:39][CH:40]=[CH:41][C:25]=2[O:24][CH2:23]1)[C:16]([O:18][CH2:19][CH3:20])=[O:17])=O)(C)(C)C.C(OCC)(=O)C.[ClH:48]>>[ClH:48].[ClH:48].[NH2:8][CH2:9][CH2:10][CH2:11][CH2:12][CH2:13][CH2:14][C@H:15]([NH:21][C@@H:22]1[C:28](=[O:29])[N:27]([CH2:30][C:31]([OH:33])=[O:32])[C:26]2[CH:38]=[CH:39][CH:40]=[CH:41][C:25]=2[O:24][CH2:23]1)[C:16]([O:18][CH2:19][CH3:20])=[O:17] |f:1.2,3.4.5|. Procedure details: In 10 ml of 5N hydrogen chloride-ethyl acetate solution is dissolved 1.1 g of tert-butyl 3(S)-[7-tert-butoxycarbonylamino-1(S)-ethoxycarbonylheptyl]amino-4-oxo-2,3,4,5-tetrahydro-1,5-benzoxazepine-5-acetate obtained in Example 67 and the solution is allowed to stand at room temperature for 3 hours. Petroleum ether (100 ml) is added to the solution and the deposited precipitate is dried under reduced pressure to give 0.9 g of 3(S)-[7-amino-1(S)-ethoxycarbonylheptyl]amino-4-oxo-2,3,4,5-tetrahydro-... Reactants: O1CCCC1 (tetrahydrofuran), C(C)O (ethanol), ClC=1C(=NC=NC1NC1=CC(=C2N(C1=O)C1(CCN(CC1)C)NC2=O)C)NC(=O)C2CC2 (N-(5-chloro-6-((1′,8-dimethyl-1,5-dioxo-1,5-dihydro-2H-spiro[imidazo[1,5-a]pyridine-3,4′-piperidin]-6-yl)amino)pyrimidin-4-yl)cyclopropanecarboxamide), [OH-].[Na+] (sodium hydroxide). Solvent: O (water). Run at temperature 50 celsius, time 16 hour. Yields the product NC1=C(C(=NC=N1)NC1=CC(=C2N(C1=O)C1(CCN(CC1)C)NC2=O)C)Cl (6-((6-amino-5-chloropyrimidin-4-yl)amino)-1′,8-dimethyl-2H-spiro[imidazo[1,5-a]pyridine-3,4′-piperidine]-1,5-dione). Reaction SMILES: O1CCCC1.C(O)C.[Cl:9][C:10]1[C:11]([NH:35]C(C2CC2)=O)=[N:12][CH:13]=[N:14][C:15]=1[NH:16][C:17]1[C:22](=[O:23])[N:21]2[C:24]3([NH:31][C:32](=[O:33])[C:20]2=[C:19]([CH3:34])[CH:18]=1)[CH2:29][CH2:28][N:27]([CH3:30])[CH2:26][CH2:25]3.[OH-].[Na+]>O>[NH2:35][C:11]1[N:12]=[CH:13][N:14]=[C:15]([NH:16][C:17]2[C:22](=[O:23])[N:21]3[C:24]4([NH:31][C:32](=[O:33])[C:20]3=[C:19]([CH3:34])[CH:18]=2)[CH2:25][CH2:26][N:27]([CH3:30])[CH2:28][CH2:29]4)[C:10]=1[Cl:9] |f:3.4|. Reported procedure: A flask containing tetrahydrofuran, ethanol and water (1:1:1, 5 mL each) was charged with 6-((6-amino-5-methoxypyrimidin-4-yl)amino)-1′,8-dimethyl-2H-spiro[imidazo[1,5-a]pyridine-3,4′-piperidine]-1,5-dione (3, 0.17 g, 0.371 mmol) and sodium hydroxide (75 mg, 1.85 mmol). The reaction was stirred at 50° C. for 16 h. After completion, the reaction mass was extracted with 10% methanol in dichloromethane. Combined organic layer was washed with water, brine, dried over anhydrous sodium sulfate concent...